This data is from the Open Reaction Database (ORD), a public repository of structured organic reaction records. The task is: describe an organic reaction: reactants, conditions, products, and yield Starting materials: COC(=O)CBr, CCO, c1cscn1. Product: [Br-], COC(=O)C[n+]1ccsc1. RXN SMILES: [Br:6][CH2:7][C:8](=[O:9])[O:10][CH3:11].[CH3:12][CH2:13][OH:14].[cH:1]1[cH:2][s:3][cH:4][n:5]1>>[Br-:6].[cH:1]1[cH:2][s:3][cH:4][n+:5]1[CH2:7][C:8](=[O:9])[O:10][CH3:11]. Reactants: C1(=CC=CC=C1)S(=O)(=O)C=1C=C(C=CC1)N1CCN(CC1)C(=O)OC(C)(C)C (1-(3-Phenylsulfonylphenyl)-4-tert-butyloxycarbonyl piperazine). The solvent is O1CCOCC1 (1,4-dioxane), Cl (HCl). Product: C1(=CC=CC=C1)S(=O)(=O)C=1C=C(C=CC1)N1CCNCC1 (1-(3-Phenylsulfonyl-phenyl)piperazine). Isolated yield 99.2%. RXN SMILES: [C:1]1([S:7]([C:10]2[CH:11]=[C:12]([N:16]3[CH2:21][CH2:20][N:19](C(OC(C)(C)C)=O)[CH2:18][CH2:17]3)[CH:13]=[CH:14][CH:15]=2)(=[O:9])=[O:8])[CH:6]=[CH:5][CH:4]=[CH:3][CH:2]=1>O1CCOCC1.Cl>[C:1]1([S:7]([C:10]2[CH:11]=[C:12]([N:16]3[CH2:21][CH2:20][NH:19][CH2:18][CH2:17]3)[CH:13]=[CH:14][CH:15]=2)(=[O:9])=[O:8])[CH:2]=[CH:3][CH:4]=[CH:5][CH:6]=1. Reported procedure: A solution of 1-(3-phenylsulfonylphenyl)-4-tert-butyloxycarbonyl piperazine (D3) (96 mg, 0.23 mmol) in 1,4-dioxane (3 ml) and 4M HCl (3 ml) was refluxed at 60° C. for 1 h. The solvents were then evaporated in vacuo and the product dried under high vacuum to give a yellow solid (69 mg, 96%) Reactants: CC(C=O)CSC1=CC=CC=C1 (2-Methyl-3-phenylthiopropanal), CC(C=C)O (3-buten-2-ol), C1(=CC=C(C=C1)S(=O)(=O)O)C (p-toluenesulfonic acid). Solvent: xylenes. Reaction conditions: time 3 hour. Yields the product CC(C=O)(C\C=C\C)CSC1=CC=CC=C1 ((4E)-2-methyl-2-(phenylthiomethyl)-hex-4-enal). As a reaction SMILES: [CH3:1][CH:2]([CH2:5][S:6][C:7]1[CH:12]=[CH:11][CH:10]=[CH:9][CH:8]=1)[CH:3]=[O:4].[CH3:13][CH:14](O)[CH:15]=[CH2:16].C1(C)C=CC(S(O)(=O)=O)=CC=1>>[CH3:1][C:2]([CH2:5][S:6][C:7]1[CH:12]=[CH:11][CH:10]=[CH:9][CH:8]=1)([CH2:13]/[CH:14]=[CH:15]/[CH3:16])[CH:3]=[O:4]. Reported procedure: 2-Methyl-3-phenylthiopropanal (9.07 g, 0.05 mole), 3-buten-2-ol (18.04 g, 0.25 mole), and p-toluenesulfonic acid (0.24 g, 0.0013 mole) are added to 90 ml of xylenes. The reaction mixture is heated to reflux using a Dean-Stark trap to collect water. After 3 hours, the mixture is cooled to room temperature and quenched with 30 ml of saturated NaHCO3 solution. The two phases are separated and the aqueous phase is extracted with 30 ml of ethyl acetate. The combined organic extracts is washed with 20... Reactants: COC(=O)c1c(-c2cc(OC)c(OC)c(OC)c2)c2ccccc2c(=O)n1NC(=O)OC(C)(C)C, CCOC(C)=O, Cl. The product is COC(=O)c1c(-c2cc(OC)c(OC)c(OC)c2)c2ccccc2c(=O)n1N. RXN SMILES: [C:1]([O:2][C:3](=[O:4])[NH:8][n:9]1[c:10](=[O:35])[c:11]2[cH:12][cH:13][cH:14][cH:15][c:16]2[c:17](-[c:23]2[cH:24][c:25]([O:33][CH3:34])[c:26]([O:31][CH3:32])[c:27]([O:29][CH3:30])[cH:28]2)[c:18]1[C:19](=[O:20])[O:21][CH3:22])([CH3:5])([CH3:6])[CH3:7].[CH3:37][CH2:38][O:39][C:40](=[O:41])[CH3:42].[ClH:36]>>[NH2:8][n:9]1[c:10](=[O:35])[c:11]2[cH:12][cH:13][cH:14][cH:15][c:16]2[c:17](-[c:23]2[cH:24][c:25]([O:33][CH3:34])[c:26]([O:31][CH3:32])[c:27]([O:29][CH3:30])[cH:28]2)[c:18]1[C:19](=[O:20])[O:21][CH3:22]. Reactants: O1CCCC1.CS(=O)C (tetrahydrofuran dimethylsulphoxide), [I-].C[S+](=O)(C)C (Trimethyloxosulphonium iodide), [H-].[Na+] (sodium hydride), CC(=O)C1=CC(=CC=C1)OC (3-methoxyacetophenone), ice water. The solvent is CS(=O)C (dimethylsulphoxide). Conditions: temperature 50 celsius. The product is COC=1C=C(C=CC1)C1(OC1)C (2-(3-Methoxyphenyl)-2-methyloxiran). As a reaction SMILES: [I-].C[S+](C)(C)=O.[H-].[Na+].[CH3:9][C:10]([C:12]1[CH:17]=[CH:16][CH:15]=[C:14]([O:18][CH3:19])[CH:13]=1)=[O:11].O1CCC[CH2:21]1.CS(C)=O>CS(C)=O>[CH3:19][O:18][C:14]1[CH:13]=[C:12]([C:10]2([CH3:21])[CH2:9][O:11]2)[CH:17]=[CH:16][CH:15]=1 |f:0.1,2.3,5.6|. Procedure details: Trimethyloxosulphonium iodide (100 g, 0.45 mole) was added as a slurry in dimethylsulphoxide (100 ml) to a stirred cooled suspension of sodium hydride (22.6 g of a 50% dispersion of oil, washed free from oil with ether) under nitrogen, keeping the internal temperature at 20° C. by ice-cooling. After stirring at room temperature for 1 hour 3-methoxyacetophenone (45 g, 0.3 mole) was added in a 1:1 mixtures of dry tetrahydrofuran-dimethylsulphoxide (100 ml). The reaction mixture was slowly heated t... Yields the product C(C)(C)(C)C=1N=C(C=2C(N1)=NN(N2)CC=2N(N=CN2)C)N2CC(CC2)(F)F (5-tert-Butyl-7-(3,3-difluoro-pyrrolidin-1-yl)-2-(2-methyl-2H-[1,2,4]triazol-3-ylmethyl)-2H-[1,2,3]triazolo[4,5-d]pyrimidine). Procedure details: In analogy to the procedure described for the synthesis of 5-tert-butyl-7-(3,3-difluoro-pyrrolidin-1-yl)-2-ethyl-2H-[1,2,3]triazolo[4,5-d]pyrimidine (example 3, step b), the title compound was prepared from 5-tert-butyl-7-(3,3-difluoropyrrolidin-1-yl)-3H-[1,2,3]triazolo[4,5-d]pyrimidine and 5-(chloromethyl)-1-methyl-1H-1,2,4-triazole hydrochloride and isolated as colorless gum. MS (m/e): 378.3 (MH+). Starting materials: C(C)(C)(C)C=1N=C(C=2C(N1)=NN(N2)CC)N2CC(CC2)(F)F (5-tert-Butyl-7-(3,3-difluoro-pyrrolidin-1-yl)-2-ethyl-2H-[1,2,3]triazolo[4,5-d]pyrimidine), C(C)(C)(C)C=1N=C(C2=C(N1)NN=N2)N2CC(CC2)(F)F (5-tert-butyl-7-(3,3-difluoropyrrolidin-1-yl)-3H-[1,2,3]triazolo[4,5-d]pyrimidine), Cl.ClCC1=NC=NN1C (5-(chloromethyl)-1-methyl-1H-1,2,4-triazole hydrochloride). RXN SMILES: [C:1]([C:5]1[N:6]=[C:7]([N:16]2[CH2:20][CH2:19][C:18]([F:22])([F:21])[CH2:17]2)[C:8]2[C:9](=[N:11][N:12]([CH2:14][CH3:15])[N:13]=2)[N:10]=1)([CH3:4])([CH3:3])[CH3:2].C(C1N=C(N2CCC(F)(F)C2)C2N=NNC=2N=1)(C)(C)C.Cl.ClC[C:46]1[N:50](C)[N:49]=[CH:48][N:47]=1>>[C:1]([C:5]1[N:6]=[C:7]([N:16]2[CH2:20][CH2:19][C:18]([F:21])([F:22])[CH2:17]2)[C:8]2[C:9](=[N:11][N:12]([CH2:14][C:15]3[N:50]([CH3:46])[N:49]=[CH:48][N:47]=3)[N:13]=2)[N:10]=1)([CH3:2])([CH3:3])[CH3:4] |f:2.3|. Reactants: NC=1NC(C=2N=CN(C2N1)[C@@H]1O[C@]([C@H]([C@H]1O)OCC1=CC=CC=C1)(C(F)F)COCC1=CC=CC=C1)=O (2-amino-9-((2R,3R,4S,5R)-4-(benzyloxy)-5-(benzyloxymethyl)-5-(difluoromethyl)-3-hydroxy-tetrahydrofuran-2-yl)-1H-purin-6(9H)-one). The reagents and catalysts are [OH-].[OH-].[Pd+2] (Pd(OH)2/C). Solvent: CO (methanol). Reaction conditions: temperature 80 celsius, time 15 hour. The product is NC=1NC(C=2N=CN(C2N1)[C@@H]1O[C@@]([C@H]([C@H]1O)O)(CO)C(F)F)=O (2-amino-9-((2R,3R,4S,5R)-5-(difluoromethyl)-3,4-dihydroxy-5-(hydroxymethyl)-tetrahydrofuran-2-yl)-1H-purin-6(9H)-one). Isolated yield 32.9%. As a reaction SMILES: [NH2:1][C:2]1[NH:3][C:4](=[O:37])[C:5]2[N:6]=[CH:7][N:8]([C@H:11]3[C@H:15]([OH:16])[C@H:14]([O:17]CC4C=CC=CC=4)[C@:13]([CH2:28][O:29]CC4C=CC=CC=4)([CH:25]([F:27])[F:26])[O:12]3)[C:9]=2[N:10]=1>CO.[OH-].[OH-].[Pd+2]>[NH2:1][C:2]1[NH:3][C:4](=[O:37])[C:5]2[N:6]=[CH:7][N:8]([C@H:11]3[C@H:15]([OH:16])[C@H:14]([OH:17])[C@@:13]([CH:25]([F:27])[F:26])([CH2:28][OH:29])[O:12]3)[C:9]=2[N:10]=1 |f:2.3.4|. Procedure: To a solution of compound 22 (0.22 g, 0.42 mmol) in methanol (30 mL) was added HCO2NH4 (600 mg, 9.52 mmol), followed by Pd(OH)2/C (500 mg). The reaction mixture was stirred at 80° C. for 15 h, then cooled to 25° C., filtered and then evaporated to dryness under reduced pressure. Purification by silica gel chromatography [dichloromethane:methanol (20:1 to 5:1)] and prep-HPLC provided the product 23 (0.046 g, 33%) as a white solid. LC-MS (M+H)+=334.1 Starting materials: C[N+](C)(C)CCOP(=O)([O-])OC[C@@H](CO)O (Glycerophosphorylcholine), CCN(CC(CS(=O)(=O)[O-])O)C1=CC=CC(=C1)C.[Na+] (TOOS), C(C)N(C1=CC(=CC=C1)C)CC(CS(=O)(=O)O)O.[Na] (sodium N-ethyl-N-(2-hydroxy-3-sulfopropyl)-3-methylaniline), N[C@@H](C)C(=O)O (Ala), 1-Palmitoyl-2-hydroxy-phosphatidylcholine, C1=NC2=C(N1[C@H]3[C@@H]([C@@H]([C@H](O3)COP(=O)(CP(=O)(O)[O-])[O-])O)O)NC(=NC2=O)N.[Na+].[Na+] (GPCP), OCC[N+](C)(C)C (choline), CC1=C(C(=O)N(N1C)C=2C=CC=CC2)N (4-aminoantipyrine). The product is C(C)(=O)N1C2=CC=C(C=C2OC=2C=C(C=CC12)O)O (10-acetyl-3,7-dihydroxyphenoxazine). RXN SMILES: C[N+](CCOP(O[CH2:12][C@H:13]([OH:16])[CH2:14]O)([O-])=O)(C)C.C1N([C@@H:22]2[O:26][C@H:25]([CH2:27]OP([O-])(CP([O-])(O)=O)=O)[C@@H:24](O)[C@H:23]2O)C2NC(N)=NC(=O)C=2N=1.[Na+].[Na+].[OH:47][CH2:48][CH2:49][N+](C)(C)C.[CH2:54](N(CC(O)CS(O)(=O)=O)C1C=CC=C(C)C=1)C.[Na].CCN(C1C=C(C)C=CC=1)CC(O)CS([O-])(=O)=O.[Na+].CC1N(C)N(C2C=CC=CC=2)C(=O)C=1N.[NH2:107][C@H:108]([C:110]([OH:112])=O)[CH3:109]>>[C:48]([N:107]1[C:108]2[CH:109]=[CH:12][C:13]([OH:16])=[CH:14][C:110]=2[O:112][C:23]2[C:22]1=[CH:54][CH:27]=[C:25]([OH:26])[CH:24]=2)(=[O:47])[CH3:49] |f:1.2.3,5.6,7.8,^1:71|. Reported procedure: Lysophospholipase (EC 3.1.1.5) was obtained from Asachi Chemical Co. (Tokyo, Japan). Glycerophosphorylcholine phosphodiesterase (GPCP; EC 3.1.4.2), choline oxidase (COD; EC 1.1.3.17), peroxidase (EC 1.11.1.7), sodium N-ethyl-N-(2-hydroxy-3-sulfopropyl)-3-methylaniline dehydrate (TOOS) and 4-aminoantipyrine were purchased from Aldrich (Milwaukee, Wis.). 1-Palmitoyl-2-hydroxy-phosphatidylcholine was obtained from Avanti Polar-Lipids Inc. (Alabaster, Ala.). 10-acetyl-3,7-dihydroxyphenoxazine was ob...